Dataset: the Open Reaction Database (ORD), a public repository of structured organic reaction records. Task: describe an organic reaction: reactants, conditions, products, and yield Starting materials: IN1C(CCC1=O)=O (N-iodosuccinimide), ClC1=C(C=CC(=C1)O)C1=CC(=CC=C1)C(F)(F)F (2-Chloro-3′-(trifluoromethyl)biphenyl-4-ol), S(O)(O)(=O)=O (sulphuric acid), IN1C(CCC1=O)=O (N-iodosuccinimide). The solvent is C(C)(=O)O (acetic acid). Reaction conditions: temperature 0 celsius, time 18 hour. The product is ClC1=C(C=C(C(=C1)O)I)C1=CC(=CC=C1)C(F)(F)F (2-Chloro-5-iodo-3′-(trifluoromethyl)biphenyl-4-ol). Yield: 50.9%. As a reaction SMILES: [Cl:1][C:2]1[CH:7]=[C:6]([OH:8])[CH:5]=[CH:4][C:3]=1[C:9]1[CH:14]=[CH:13][CH:12]=[C:11]([C:15]([F:18])([F:17])[F:16])[CH:10]=1.[I:19]N1C(=O)CCC1=O.S(=O)(=O)(O)O>C(O)(=O)C>[Cl:1][C:2]1[CH:7]=[C:6]([OH:8])[C:5]([I:19])=[CH:4][C:3]=1[C:9]1[CH:14]=[CH:13][CH:12]=[C:11]([C:15]([F:16])([F:17])[F:18])[CH:10]=1. Procedure: 2-Chloro-3′-(trifluoromethyl)biphenyl-4-ol (Preparation 50, 310 mg, 1.14 mmol) was dissolved in acetic acid (2 mL), and cooled to 0° C. N-iodosuccinimide (256 mg, 1.14 mmol) was added followed by concentrated sulphuric acid (0.067 μL). The reaction was stirred at room temperature for 18 hours. A second portion of N-iodosuccinimide (25 mg, 0.11 mmol) was added and the reaction stirred at room temperature for a further 1 hour. The reaction mixture was partitioned between ethyl acetate (70 mL) and ...